From a dataset of the Open Reaction Database (ORD), a public repository of structured organic reaction records. describe an organic reaction: reactants, conditions, products, and yield Starting materials: COC(=O)c1ccc(CCC(C2CCCCC2)n2c(-c3ccc(OC)nc3OC)nc3cc(F)c(F)cc32)cc1, CCOC(C)=O, Cl, [Li+], C1COCCO1, [OH-], O, O. The product is COc1ccc(-c2nc3cc(F)c(F)cc3n2C(CCc2ccc(C(=O)O)cc2)C2CCCCC2)c(OC)n1. Reaction SMILES: [CH3:1][O:2][C:3]([c:4]1[cH:5][cH:6][c:7]([CH2:10][CH2:11][CH:12]([n:13]2[c:14](-[c:24]3[c:25]([O:32][CH3:33])[n:26][c:27]([O:30][CH3:31])[cH:28][cH:29]3)[n:15][c:16]3[c:17]2[cH:18][c:19]([F:23])[c:20]([F:22])[cH:21]3)[CH:34]2[CH2:35][CH2:36][CH2:37][CH2:38][CH2:39]2)[cH:8][cH:9]1)=[O:40].[CH3:52][CH2:53][O:54][C:55](=[O:56])[CH3:57].[ClH:45].[Li+:44].[O:46]1[CH2:47][CH2:48][O:49][CH2:50][CH2:51]1.[OH-:43].[OH2:41].[OH2:42]>>[O:2]=[C:3]([c:4]1[cH:5][cH:6][c:7]([CH2:10][CH2:11][CH:12]([n:13]2[c:14](-[c:24]3[c:25]([O:32][CH3:33])[n:26][c:27]([O:30][CH3:31])[cH:28][cH:29]3)[n:15][c:16]3[c:17]2[cH:18][c:19]([F:23])[c:20]([F:22])[cH:21]3)[CH:34]2[CH2:35][CH2:36][CH2:37][CH2:38][CH2:39]2)[cH:8][cH:9]1)[OH:40].